Dataset: the Open Reaction Database (ORD), a public repository of structured organic reaction records. Task: describe an organic reaction: reactants, conditions, products, and yield Reactants: C[C@@H]1N(C[C@H](NC1)C)C(=O)OCC (ethyl trans-2,5-dimethyl-1-piperazinecarboxylate), alkyl bromide, C([O-])([O-])=O.[Na+].[Na+] (sodium carbonate), C(C)#N (acetonitrile). Product: C(C=C)N1C[C@@H](N(C[C@H]1C)C(=O)OCC)C (ethyl trans-4-allyl-2,5-dimethyl-1-piperazinecarboxylate). Isolated yield 81.0%. As a reaction SMILES: [CH3:1][C@H:2]1[CH2:7][NH:6][C@H:5]([CH3:8])[CH2:4][N:3]1[C:9]([O:11][CH2:12][CH3:13])=[O:10].[C:14](=O)([O-])[O-].[Na+].[Na+].[C:20](#N)[CH3:21]>>[CH2:14]([N:6]1[C@H:5]([CH3:8])[CH2:4][N:3]([C:9]([O:11][CH2:12][CH3:13])=[O:10])[C@@H:2]([CH3:1])[CH2:7]1)[CH:20]=[CH2:21] |f:1.2.3|. Procedure: A mixture of ethyl trans-2,5-dimethyl-1-piperazinecarboxylate (643 g, 3.45 mol), alkyl bromide (328 mL, 3.80 mol), and sodium carbonate (440 g, 4.15 mol) in 2500 mL of acetonitrile was heated at reflux for 1.5 hours. The reaction was cooled to room temperature, filtered, and the solvent removed under vacuum. The residue was dissolved in 4000 mL of dichloromethane and washed with two 500 mL portions of 1 M sodium hydroxide. The dichloromethane solution was dried over magnesium sulfate and the sol... Starting materials: C=CC(C)(C)CC1NC(C(=O)NCCC2COC(C)(C)O2)C(c2cccc(Cl)c2F)C1(C#N)c1ccc(Cl)cc1F, CCOC(C)=O. Product: CCC(C)(C)CC1NC(C(=O)NCCC2COC(C)(C)O2)C(c2cccc(Cl)c2F)C1(C#N)c1ccc(Cl)cc1F. Reaction SMILES: [CH3:1][C:2]1([CH3:41])[O:3][CH2:4][CH:5]([CH2:7][CH2:8][NH:9][C:10](=[O:11])[CH:12]2[NH:13][CH:14]([CH2:35][C:36]([CH:37]=[CH2:38])([CH3:39])[CH3:40])[C:15]([C:25]#[N:26])([c:27]3[c:28]([F:34])[cH:29][c:30]([Cl:33])[cH:31][cH:32]3)[CH:16]2[c:17]2[c:18]([F:24])[c:19]([Cl:23])[cH:20][cH:21][cH:22]2)[O:6]1.[CH3:42][CH2:43][O:44][C:45](=[O:46])[CH3:47]>>[CH3:1][C:2]1([CH3:41])[O:3][CH2:4][CH:5]([CH2:7][CH2:8][NH:9][C:10](=[O:11])[CH:12]2[NH:13][CH:14]([CH2:35][C:36]([CH2:37][CH3:38])([CH3:39])[CH3:40])[C:15]([C:25]#[N:26])([c:27]3[c:28]([F:34])[cH:29][c:30]([Cl:33])[cH:31][cH:32]3)[CH:16]2[c:17]2[c:18]([F:24])[c:19]([Cl:23])[cH:20][cH:21][cH:22]2)[O:6]1. The reactants are NC(=S)N(CCC1=CC=C(OC(C(=O)OCC)(C)C)C=C1)CC1=C(C=C(C=C1)C(F)(F)F)C(F)(F)F (ethyl 2-[4-(2-{(aminocarbonothioyl)[2,4-bis(trifluoromethyl)benzyl]amino}ethyl)phenoxy]-2-methylpropanoate), FC=1C=C(C(CBr)=O)C=CC1F (3,4-difluorophenacyl bromide). The product is FC(C1=C(CN(CCC2=CC=C(OC(C(=O)O)(C)C)C=C2)C=2SC=C(N2)C2=CC(=C(C=C2)F)F)C=CC(=C1)C(F)(F)F)(F)F (2-[4-(2-{[2,4-Bis(trifluoromethyl)benzyl][4-(3,4-difluorophenyl)-1,3-thiazol-2-yl]amino}ethyl)phenoxy]-2-methylpropanoic acid). Reaction SMILES: [NH2:1][C:2]([N:4]([CH2:22][C:23]1[CH:28]=[CH:27][C:26]([C:29]([F:32])([F:31])[F:30])=[CH:25][C:24]=1[C:33]([F:36])([F:35])[F:34])[CH2:5][CH2:6][C:7]1[CH:21]=[CH:20][C:10]([O:11][C:12]([CH3:19])([CH3:18])[C:13]([O:15]CC)=[O:14])=[CH:9][CH:8]=1)=[S:3].[F:37][C:38]1[CH:39]=[C:40]([CH:45]=[CH:46][C:47]=1[F:48])[C:41](=O)[CH2:42]Br>>[F:35][C:33]([F:34])([F:36])[C:24]1[CH:25]=[C:26]([C:29]([F:30])([F:32])[F:31])[CH:27]=[CH:28][C:23]=1[CH2:22][N:4]([C:2]1[S:3][CH:42]=[C:41]([C:40]2[CH:45]=[CH:46][C:47]([F:48])=[C:38]([F:37])[CH:39]=2)[N:1]=1)[CH2:5][CH2:6][C:7]1[CH:21]=[CH:20][C:10]([O:11][C:12]([CH3:18])([CH3:19])[C:13]([OH:15])=[O:14])=[CH:9][CH:8]=1. Procedure details: Similarly prepared from ethyl 2-[4-(2-{(aminocarbonothioyl)[2,4-bis(trifluoromethyl)benzyl]amino}ethyl)phenoxy]-2-methylpropanoate and 3,4-difluorophenacyl bromide. Reaction SMILES: [C:1]([O:5][C:6]([NH:8][CH2:9][CH2:10][O:11][C:12]1[CH:21]=[C:20]([C:22]#[N:23])[CH:19]=[CH:18][C:13]=1[C:14](OC)=[O:15])=[O:7])([CH3:4])([CH3:3])[CH3:2].[BH4-].[Li+]>O1CCCC1>[C:1]([O:5][C:6]([NH:8][CH2:9][CH2:10][O:11][C:12]1[CH:21]=[C:20]([CH:19]=[CH:18][C:13]=1[CH2:14][OH:15])[C:22]#[N:23])=[O:7])([CH3:4])([CH3:2])[CH3:3] |f:1.2|. Run in O1CCCC1 (tetrahydrofuran). Yields the product C(C)(C)(C)OC(=O)NCCOC=1C=C(C#N)C=CC1CO (3-(2-(t-butoxycarbonylamino)ethoxy)-4-hydroxymethylbenzonitrile). Reaction conditions: time 8 hour. Starting materials: C(C)(C)(C)OC(=O)NCCOC1=C(C(=O)OC)C=CC(=C1)C#N (methyl 2-(2-(t-butoxycarbonylamino)ethoxy)-4-cyano-benzoate), [BH4-].[Li+] (lithium borohydride). Procedure: 4.15 g (12.95 mmol) of methyl 2-(2-(t-butoxycarbonylamino)ethoxy)-4-cyano-benzoate was dissolved in 60 ml of tetrahydrofuran (dehydrated). 8.6 ml (17.2 mmol) of 2 M lithium borohydride was added to the obtained solution under cooling with ice, and they were stirred at room temperature overnight. The solvent was evaporated, and the residue was treated with ethyl acetate as the extracting solvent by an ordinary method to obtain the crude product, which was purified by the silica gel column chromat... Reactants: CC(=O)O[BH-](OC(C)=O)OC(C)=O, CC1COCCN1c1nc(Cl)nc2c1nc(C=O)n2C, CC(C)(O)C1CCNCC1, [Na+]. The product is CC1COCCN1c1nc(Cl)nc2c1nc(CN1CCC(C(C)(C)O)CC1)n2C. Reaction SMILES: [C:31]([O:32][BH-:33]([O:34][C:35](=[O:36])[CH3:37])[O:38][C:39](=[O:40])[CH3:41])(=[O:42])[CH3:43].[Cl:1][c:2]1[n:3][c:4]([N:14]2[CH:15]([CH3:20])[CH2:16][O:17][CH2:18][CH2:19]2)[c:5]2[n:6][c:7]([CH:12]=[O:13])[n:8]([CH3:11])[c:9]2[n:10]1.[NH:21]1[CH2:22][CH2:23][CH:24]([C:27]([CH3:28])([CH3:29])[OH:30])[CH2:25][CH2:26]1.[Na+:44]>>[Cl:1][c:2]1[n:3][c:4]([N:14]2[CH:15]([CH3:20])[CH2:16][O:17][CH2:18][CH2:19]2)[c:5]2[n:6][c:7]([CH2:12][N:21]3[CH2:22][CH2:23][CH:24]([C:27]([CH3:28])([CH3:29])[OH:30])[CH2:25][CH2:26]3)[n:8]([CH3:11])[c:9]2[n:10]1. Starting materials: CC(C)(O)c1ccc(Br)cc1, CI, Cl, [H-], [Na+], C1CCOC1. Product: COC(C)(C)c1ccc(Br)cc1. RXN SMILES: [Br:1][c:2]1[cH:3][cH:4][c:5]([C:8]([CH3:9])([CH3:10])[OH:11])[cH:6][cH:7]1.[CH3:12][I:13].[ClH:16].[H-:14].[Na+:15].[O:17]1[CH2:18][CH2:19][CH2:20][CH2:21]1>>[Br:1][c:2]1[cH:3][cH:4][c:5]([C:8]([CH3:9])([CH3:10])[O:11][CH3:12])[cH:6][cH:7]1. Reactants: C1=CCCCCC1 (Cycloheptene), OO (hydrogen peroxide), C(=O)O (formic acid). Reaction conditions: temperature 45 celsius, time 1 hour. The product is [C@@H]1([C@@H](CCCCC1)O)O ((±)-trans-1,2-Cycloheptanediol). RXN SMILES: [CH:1]1C[CH2:6][CH2:5][CH2:4][CH2:3][CH:2]=1.[OH:8]O.[CH:10]([OH:12])=O>>[C@@H:10]1([OH:12])[CH2:6][CH2:5][CH2:4][CH2:3][CH2:2][C@H:1]1[OH:8]. Procedure details: Cycloheptene (3.85 g) was added portionwise to 30% aqueous hydrogen peroxide (45 ml) and 88% formic acid (180 ml), and the mixture was stirred at 40 to 50° C. for 1 hour and then at room temperature for a night. The solvent was distilled off under reduced pressure, and a 35% aqueous solution of sodium hydroxide was added to the residue to alkalify it. After this residue was stirred at 40 to 50° C. for 10 minutes, ethyl acetate was added to conduct liquid separation. The resultant water layer was... The reactants are C(C1=CC=CC=C1)SCCC(C(C(C)=O)C(=O)OC(C)(C)C)=O (1-benzylthio-4-tert-butoxycarbonyl-3,5-hexanedione), C1(=CC=C(C=C1)S(=O)(=O)O)C (p-toluenesulfonic acid), C(=O)=O (CO2). The solvent is C(C)OCC (diethyl ether). The product is C(C1=CC=CC=C1)SCCC(CC(C)=O)=O (1-benzylthio-3,5-hexanedione). Reaction SMILES: [CH2:1]([S:8][CH2:9][CH2:10][C:11](=[O:23])[CH:12](C(OC(C)(C)C)=O)[C:13](=[O:15])[CH3:14])[C:2]1[CH:7]=[CH:6][CH:5]=[CH:4][CH:3]=1.C1(C)C=CC(S(O)(=O)=O)=CC=1.C(=O)=O>C(OCC)C>[CH2:1]([S:8][CH2:9][CH2:10][C:11](=[O:23])[CH2:12][C:13](=[O:15])[CH3:14])[C:2]1[CH:7]=[CH:6][CH:5]=[CH:4][CH:3]=1. Procedure: 101 g (0.3 mol) of 1-benzylthio-4-tert-butoxycarbonyl-3,5-hexanedione (see Example 1) and 1.0 g of p-toluenesulfonic acid are heated at 70°-75° C. for 225 minutes in a 250 ml flask equipped with a stirrer, a thermometer, a reflux condenser and a bubble counter until the evolution of gas (CO2) is complete. 100 ml of diethyl ether are added and the mixture is washed first with 50 ml of bicarbonate and then with 100 ml of water and is subsequently concentrated and fractionated.